From a dataset of the Open Reaction Database (ORD), a public repository of structured organic reaction records. describe an organic reaction: reactants, conditions, products, and yield Starting materials: CN(C)C=O, O=C(Cl)C(=O)Cl, ClCCl, O=C(O)c1ccc(-n2cccn2)cc1. Yields the product O=C(Cl)c1ccc(-n2cccn2)cc1. Reaction SMILES: [CH3:21][N:22]([CH3:23])[CH:24]=[O:25].[Cl:15][C:16]([C:17]([Cl:18])=[O:19])=[O:20].[Cl:26][CH2:27][Cl:28].[n:1]1(-[c:6]2[cH:7][cH:8][c:9]([C:10](=[O:11])[OH:12])[cH:13][cH:14]2)[n:2][cH:3][cH:4][cH:5]1>>[n:1]1(-[c:6]2[cH:7][cH:8][c:9]([C:10](=[O:11])[Cl:15])[cH:13][cH:14]2)[n:2][cH:3][cH:4][cH:5]1. The reactants are N1N=CC=C1 (pyrazole), ClC=1N=C(C2=C(N1)SC(=C2)C(F)(F)F)NCC2=CC(=C(C=C2)OC)OC (2-chloro-6-trifluoromethyl-4-(3,4-dimethoxybenzylamino)-thieno-[2,3-d]-pyrimidine). The product is N1(N=CC=C1)C=1N=C(C2=C(N1)SC(=C2)C(F)(F)F)NCC2=CC(=C(C=C2)OC)OC (2-(pyrazol-1-yl)-6-trifluoromethyl-4-(3,4-dimethoxybenzylamino)-thieno-[2,3-d]-pyrimidine). Reaction SMILES: [NH:1]1[CH:5]=[CH:4][CH:3]=[N:2]1.Cl[C:7]1[N:8]=[C:9]([NH:20][CH2:21][C:22]2[CH:27]=[CH:26][C:25]([O:28][CH3:29])=[C:24]([O:30][CH3:31])[CH:23]=2)[C:10]2[CH:15]=[C:14]([C:16]([F:19])([F:18])[F:17])[S:13][C:11]=2[N:12]=1>>[N:1]1([C:7]2[N:8]=[C:9]([NH:20][CH2:21][C:22]3[CH:27]=[CH:26][C:25]([O:28][CH3:29])=[C:24]([O:30][CH3:31])[CH:23]=3)[C:10]3[CH:15]=[C:14]([C:16]([F:17])([F:18])[F:19])[S:13][C:11]=3[N:12]=2)[CH:5]=[CH:4][CH:3]=[N:2]1. Procedure: Following the procedure of Example 97, the reaction of pyrazole with yields 2-chloro-6-trifluoromethyl-4-(3,4-dimethoxybenzylamino)-thieno-[2,3-d]-pyrimidine gives 2-(pyrazol-1-yl)-6-trifluoromethyl-4-(3,4-dimethoxybenzylamino)-thieno-[2,3-d]-pyrimidine. Starting materials: N1=CC=CC=C1 (pyridine), NC1=C(C=C(C=C1)Cl)CC1=C(C=CC=C1)OC ((2-amino-5-chlorophenyl)(2-methoxyphenyl)methane), COC=1C=C(C=CC1OC)S(=O)(=O)Cl (3,4-dimethoxybenzenesulfonyl chloride). The solvent is C(C)(=O)OCC (ethyl acetate), C1CCOC1 (THF). Reaction conditions: time 18 hour. Product: ClC1=CC(=C(C=C1)NS(=O)(=O)C1=CC(=C(C=C1)OC)OC)CC1=C(C=CC=C1)OC (N-[4-chloro-2-(2-methoxybenzyl)phenyl]-3,4-dimethoxybenzenesulfonamide). Yield: 80.7%. RXN SMILES: [NH2:1][C:2]1[CH:7]=[CH:6][C:5]([Cl:8])=[CH:4][C:3]=1[CH2:9][C:10]1[CH:15]=[CH:14][CH:13]=[CH:12][C:11]=1[O:16][CH3:17].N1C=CC=CC=1.[CH3:24][O:25][C:26]1[CH:27]=[C:28]([S:34](Cl)(=[O:36])=[O:35])[CH:29]=[CH:30][C:31]=1[O:32][CH3:33]>C1COCC1.C(OCC)(=O)C>[Cl:8][C:5]1[CH:6]=[CH:7][C:2]([NH:1][S:34]([C:28]2[CH:29]=[CH:30][C:31]([O:32][CH3:33])=[C:26]([O:25][CH3:24])[CH:27]=2)(=[O:36])=[O:35])=[C:3]([CH2:9][C:10]2[CH:15]=[CH:14][CH:13]=[CH:12][C:11]=2[O:16][CH3:17])[CH:4]=1. Procedure: To 0.57 g of (2-amino-5-chlorophenyl)(2-methoxyphenyl)methane dissolved in 5 ml of THF are successively added 0.2 ml of pyridine and 0.547 g of 3,4-dimethoxybenzenesulfonyl chloride, and the mixture is left for 18 hours at room temperature. The reaction medium is taken up in ethyl acetate and washed with water. The organic phase is dried over anhydrous sodium sulfate and concentrated. The residue is chromatographed on a column of silica gel, eluting with dichloromethane, to give 0.832 g of the e... Reactants: FC=1C=NC=CC1C=1OC2=C(N1)C=C(C=C2)C(F)(F)F (2-(3-fluoropyridin-4-yl)-5-(trifluoromethyl)benzoxazole), N1N=CC=C1 (pyrazole), C([O-])([O-])=O.[K+].[K+] (potassium carbonate), CN(C)C=O (DMF). Solvent: O (Water). Run at temperature 50 celsius. Yields the product N1(N=CC=C1)C=1C=NC=CC1C=1OC2=C(N1)C=C(C=C2)C(F)(F)F (2-[3-(pyrazole-1-yl)pyridin-4-yl]-5-(trifluoromethyl)benzoxazole). Yield: 78.3%. RXN SMILES: F[C:2]1[CH:3]=[N:4][CH:5]=[CH:6][C:7]=1[C:8]1[O:9][C:10]2[CH:16]=[CH:15][C:14]([C:17]([F:20])([F:19])[F:18])=[CH:13][C:11]=2[N:12]=1.[NH:21]1[CH:25]=[CH:24][CH:23]=[N:22]1.C(=O)([O-])[O-].[K+].[K+].CN(C=O)C>O>[N:21]1([C:2]2[CH:3]=[N:4][CH:5]=[CH:6][C:7]=2[C:8]2[O:9][C:10]3[CH:16]=[CH:15][C:14]([C:17]([F:20])([F:19])[F:18])=[CH:13][C:11]=3[N:12]=2)[CH:25]=[CH:24][CH:23]=[N:22]1 |f:2.3.4|. Procedure details: A mixture of 0.24 g of 2-(3-fluoropyridin-4-yl)-5-(trifluoromethyl)benzoxazole, 0.14 g of pyrazole, 0.69 g of potassium carbonate and 4 ml of DMF was stirred while heating at 50° C. for two hours. Water was added to the reaction mixture, followed by extraction with ethyl acetate twice. The combined organic layers were washed with a saturated sodium chloride solution, dried over anhydrous magnesium sulfate, and concentrated under reduced pressure. The residue was subjected to silica gel column ch... Reactants: CN(C)CC=1C(=NN(C1C)CC(=O)OCC1=CC=CC=C1)C (benzyl 2-(4-((dimethylamino)methyl)-3,5-dimethyl-1H-pyrazol-1-yl)acetate), ( B ). The solvent is CCO (EtOH). Product: CC1=NN(C(=C1)C)CC(=O)OCC1=CC=CC=C1 (benzyl 2-(3,5-dimethyl-1H-pyrazol-1-yl)acetate). RXN SMILES: CN(C[C:5]1[C:6]([CH3:22])=[N:7][N:8]([CH2:11][C:12]([O:14][CH2:15][C:16]2[CH:21]=[CH:20][CH:19]=[CH:18][CH:17]=2)=[O:13])[C:9]=1[CH3:10])C>CCO>[CH3:22][C:6]1[CH:5]=[C:9]([CH3:10])[N:8]([CH2:11][C:12]([O:14][CH2:15][C:16]2[CH:17]=[CH:18][CH:19]=[CH:20][CH:21]=2)=[O:13])[N:7]=1. Reported procedure: The final compound was prepared using a method analogous to that of Example 14 step 14.2, benzyl 2-(4-((dimethylamino)methyl)-3,5-dimethyl-1H-pyrazol-1-yl)acetate replacing intermediate 14.1 and using EtOH instead of MeOH/AcOH. LC-MS (B): tR=0.23 min; [M+H]+: 212.17. The reactants are FC1=CC(=C(OC=2C=C(C(=O)O)C=CC2)C=C1)[N+](=O)[O-] (3-(4-Fluoro-2-nitro-phenoxy)-benzoic acid), C(C(=O)Cl)(=O)Cl (oxalyl chloride). Solvent: CN(C)C=O (DMF). Product: FC1=CC(=C(OC=2C=C(C(=O)Cl)C=CC2)C=C1)[N+](=O)[O-] (3-(4-Fluoro-2-nitro-phenoxy)-benzoyl chloride). RXN SMILES: [F:1][C:2]1[CH:17]=[CH:16][C:5]([O:6][C:7]2[CH:8]=[C:9]([CH:13]=[CH:14][CH:15]=2)[C:10](O)=[O:11])=[C:4]([N+:18]([O-:20])=[O:19])[CH:3]=1.C(Cl)(=O)C([Cl:24])=O>CN(C=O)C>[F:1][C:2]1[CH:17]=[CH:16][C:5]([O:6][C:7]2[CH:8]=[C:9]([CH:13]=[CH:14][CH:15]=2)[C:10]([Cl:24])=[O:11])=[C:4]([N+:18]([O-:20])=[O:19])[CH:3]=1. Reported procedure: The product from Example 181b (1.6 g, 5.6 mmol) was treated with oxalyl chloride (0.86 g, 6.7 mmol) and catalytic DMF at room temperature for 6 h. The excess oxalyl chloride was removed under vacuum. The residue was chased with benzene to \give the title compound (1.66 g, 94%).